Dataset: the Open Reaction Database (ORD), a public repository of structured organic reaction records. Task: describe an organic reaction: reactants, conditions, products, and yield Reactants: ClC=1C=C2C=3CCCC(C3NC2=CC1)=O (6-chloro-2,3,4,9-tetrahydro-1H-carbazol-1-one), ClC1=CC=C(N)C=C1 (4-chloroaniline). Product: ClC=1C=C2C=3CCCC(C3NC2=CC1)NC1=CC=C(C=C1)Cl (6-Chloro-N-(4-chlorophenyl)-2,3,4,9-tetrahydro-1H-carbazol-1-amine), tan solid. Yield: 16.0%. As a reaction SMILES: [Cl:1][C:2]1[CH:3]=[C:4]2[C:12](=[CH:13][CH:14]=1)[NH:11][C:10]1[C:9](=O)[CH2:8][CH2:7][CH2:6][C:5]2=1.[Cl:16][C:17]1[CH:23]=[CH:22][C:20]([NH2:21])=[CH:19][CH:18]=1>>[Cl:1][C:2]1[CH:3]=[C:4]2[C:12](=[CH:13][CH:14]=1)[NH:11][C:10]1[CH:9]([NH:21][C:20]3[CH:22]=[CH:23][C:17]([Cl:16])=[CH:18][CH:19]=3)[CH2:8][CH2:7][CH2:6][C:5]2=1. Procedure details: 6-Chloro-N-(4-chlorophenyl)-2,3,4,9-tetrahydro-1H-carbazol-1-amine was prepared from 6-chloro-2,3,4,9-tetrahydro-1H-carbazol-1-one and 4-chloroaniline in a similar manner as described in Example 13 to give 25-mg (16% yield) of a tan solid. 1H-NMR (CDCl3): δ 8.01 (m, 1H), 7.46 (d, 1H), 7.21-7.14 (m, 3H), 7.11 (dd, 1H), 6.65 (d, 2H), 4.76 (m, 1H), 2.70 (m, 2H), 2.22 (m, 1H), 2.01 (m, 1H), 1.94-1.75 (m, 2H); MS m/z 329 (M−1).